From a dataset of the Open Reaction Database (ORD), a public repository of structured organic reaction records. describe an organic reaction: reactants, conditions, products, and yield Reaction conditions: temperature 92.5 celsius. Reported procedure: 40 ml of 2,3-dimethyl-4-(2,2,2-trifluoroethoxy)pyridine N-oxide (0.078 mole) in methylene chloride were dropwise added to a solution of 28.7 ml acetanhydride and 0.182 g 4-dimethylaminopyridine, then methylene chloride was distilled off and the residue was heated to a temperature of from 90 to 95° C. for 4-5 hours. At the end of the reaction, 3.6 ml of water were added and acetic acid was removed by vacuum distillation to obtain an oil product. The yield was 94-96%, determined by HPLC. Yields the product C(C)(=O)OCC1=NC=CC(=C1C)OCC(F)(F)F (2-Acetoxymethyl-3-methyl-4-(2,2,2-trifluoroethoxy)pyridine). Reaction SMILES: [CH3:1][C:2]1[C:7]([CH3:8])=[C:6]([O:9][CH2:10][C:11]([F:14])([F:13])[F:12])[CH:5]=[CH:4][N+:3]=1[O-].[CH3:16][C:17]([O:19]C(C)=O)=[O:18]>C(Cl)Cl.CN(C)C1C=CN=CC=1>[C:17]([O:19][CH2:1][C:2]1[C:7]([CH3:8])=[C:6]([O:9][CH2:10][C:11]([F:14])([F:13])[F:12])[CH:5]=[CH:4][N:3]=1)(=[O:18])[CH3:16]. Starting materials: CC1=[N+](C=CC(=C1C)OCC(F)(F)F)[O-] (2,3-dimethyl-4-(2,2,2-trifluoroethoxy)pyridine N-oxide), CC(=O)OC(=O)C (acetanhydride). Reagents/catalysts: CN(C1=CC=NC=C1)C (4-dimethylaminopyridine). Yield: 94.0%. Run in C(Cl)Cl (methylene chloride). Starting materials: CC1(OB(OC1(C)C)C1=C(C=CC2=CC=CC=C12)CNC1=CC=CC=C1)C (N-{[1-(4,4,5,5-Tetramethyl-1,3,2-dioxaborolan-2-yl)-2-naphthyl]methyl}-aniline), BrC1=CC=CC(=N1)C(C)(C)NC1=C(C=CC=C1C(C)C)C(C)C (N-[1-(6-bromopyridin-2-yl)-1-methylethyl]-2,6-diisopropylaniline), C(=O)([O-])[O-].[Na+].[Na+] (Na2CO3), O (water). Run in C1(=CC=CC=C1)C (toluene), CO (methanol). As a reaction SMILES: CC1(C)C(C)(C)OB([C:9]2[C:18]3[C:13](=[CH:14][CH:15]=[CH:16][CH:17]=3)[CH:12]=[CH:11][C:10]=2CNC2C=CC=CC=2)O1.Br[C:29]1[N:34]=[C:33]([C:35]([NH:38][C:39]2[C:44]([CH:45]([CH3:47])[CH3:46])=[CH:43][CH:42]=[CH:41][C:40]=2[CH:48]([CH3:50])[CH3:49])([CH3:37])[CH3:36])[CH:32]=[CH:31][CH:30]=1.C([O-])([O-])=O.[Na+].[Na+].O>C1C=CC([P]([Pd]([P](C2C=CC=CC=2)(C2C=CC=CC=2)C2C=CC=CC=2)([P](C2C=CC=CC=2)(C2C=CC=CC=2)C2C=CC=CC=2)[P](C2C=CC=CC=2)(C2C=CC=CC=2)C2C=CC=CC=2)(C2C=CC=CC=2)C2C=CC=CC=2)=CC=1.C1(C)C=CC=CC=1.CO>[NH:38]([CH2:35][C:10]1[CH:11]=[CH:12][C:17]2[C:18](=[CH:13][CH:14]=[CH:15][CH:16]=2)[C:9]=1[C:29]1[N:34]=[C:33]([C:35]([NH:38][C:39]2[C:44]([CH:45]([CH3:47])[CH3:46])=[CH:43][CH:42]=[CH:41][C:40]=2[CH:48]([CH3:50])[CH3:49])([CH3:37])[CH3:36])[CH:32]=[CH:31][CH:30]=1)[C:39]1[CH:44]=[CH:43][CH:42]=[CH:41][CH:40]=1 |f:2.3.4,^1:61,63,82,101|. Run at temperature 80 celsius, time 12 hour. Procedure: A mixture of 2.02 g (5.64 mmol) of N-{[1-(4,4,5,5-Tetramethyl-1,3,2-dioxaborolan-2-yl)-2-naphthyl]methyl}-aniline, 2.11 g (5.64 mmol) of N-[1-(6-bromopyridin-2-yl)-1-methylethyl]-2,6-diisopropylaniline, 4.03 g (14.10 mmol) of Na2CO3×10H2O, 63 ml of water, 18 ml of methanol, and 76 ml of toluene was purged with argon for 30 min. To the obtained solution 0.32 g (0.28 mmol) of Pd(PPh3)4 was added. In argon atmosphere, this mixture was stirred for 12 h at 80° C. Then, it was cooled to room temperatu... Reagents/catalysts: C=1C=CC(=CC1)[P](C=2C=CC=CC2)(C=3C=CC=CC3)[Pd]([P](C=4C=CC=CC4)(C=5C=CC=CC5)C=6C=CC=CC6)([P](C=7C=CC=CC7)(C=8C=CC=CC8)C=9C=CC=CC9)[P](C=1C=CC=CC1)(C=1C=CC=CC1)C=1C=CC=CC1 (Pd(PPh3)4). Product: N(C1=CC=CC=C1)CC1=C(C2=CC=CC=C2C=C1)C1=CC=CC(=N1)C(C)(C)NC1=C(C=CC=C1C(C)C)C(C)C (N-(1-{6-[2-(Anilinomethyl)-1-naphthyl]pyridin-2-yl}-1-methylethyl)-2,6-diisopropylaniline).